From a dataset of the Open Reaction Database (ORD), a public repository of structured organic reaction records. describe an organic reaction: reactants, conditions, products, and yield Reactants: OC1=C(N(S(C2=C1SC1=C2C=CC=C1)(=O)=O)C)C(=O)OC (methyl 4-hydroxy-2-methyl-2H-[1] benzothieno [2,3-e]-1,2-thiazine-3-carboxylate-1,1-dioxide), ClC1=CN=C(S1)N (5-chloro-2-thiazolamine). Product: ClC1=CN=C(S1)NC(=O)C=1N(S(C2=C(C1O)SC1=C2C=CC=C1)(=O)=O)C (N-(5-Chloro-2-thiazolyl)-4-hydroxy-2-methyl-2H-[1] benzothieno [2,3-e]-1,2-thiazine-3-carboxamide-1,1-dioxide). Isolated yield 34.0%. Reaction SMILES: [OH:1][C:2]1[C:7]2[S:8][C:9]3[CH:14]=[CH:13][CH:12]=[CH:11][C:10]=3[C:6]=2[S:5](=[O:16])(=[O:15])[N:4]([CH3:17])[C:3]=1[C:18](OC)=[O:19].[Cl:22][C:23]1[S:27][C:26]([NH2:28])=[N:25][CH:24]=1>>[Cl:22][C:23]1[S:27][C:26]([NH:28][C:18]([C:3]2[N:4]([CH3:17])[S:5](=[O:16])(=[O:15])[C:6]3[C:10]4[CH:11]=[CH:12][CH:13]=[CH:14][C:9]=4[S:8][C:7]=3[C:2]=2[OH:1])=[O:19])=[N:25][CH:24]=1. Reported procedure: Prepared analogous to Example 1 from methyl 4-hydroxy-2-methyl-2H-[1] benzothieno [2,3-e]-1,2-thiazine-3-carboxylate-1,1-dioxide and 5-chloro-2-thiazolamine with a yield of 34% of theory. The reactants are S(=O)(=O)(C1=CC=C(C)C=C1)OCCCC=1C2=C(OC1)C=CC(=C2)F (5-fluoro-3-benzo[b]furanpropanol tosylate), S(=O)(=O)(C1=CC=C(C)C=C1)OCCC#CCOC1=C(C=C(C=C1)Cl)Br (5-(2-bromo-4-chlorophenoxy)pent-3-yn-1-ol tosylate), [SnH](CCCC)(CCCC)CCCC (n-Bu3SnH). The product is S(=O)(=O)(C1=CC=C(C)C=C1)OCCCC=1C2=C(OC1)C=CC(=C2)Cl (5-chloro-3-benzo[b]furanpropanol tosylate). Reaction SMILES: S(OCCCC1C2C=C(F)C=CC=2OC=1)(C1C=CC(C)=CC=1)(=O)=O.[S:25]([O:35][CH2:36][CH2:37][C:38]#[C:39][CH2:40][O:41][C:42]1[CH:47]=[CH:46][C:45]([Cl:48])=[CH:44][C:43]=1Br)([C:28]1[CH:34]=[CH:33][C:31]([CH3:32])=[CH:30][CH:29]=1)(=[O:27])=[O:26].[SnH](CCCC)(CCCC)CCCC>>[S:25]([O:35][CH2:36][CH2:37][CH2:38][C:39]1[C:43]2[CH:44]=[C:45]([Cl:48])[CH:46]=[CH:47][C:42]=2[O:41][CH:40]=1)([C:28]1[CH:34]=[CH:33][C:31]([CH3:32])=[CH:30][CH:29]=1)(=[O:27])=[O:26]. Procedure details: The title compound was prepared (2.17 g, 57%) in a manner analogous to the preparation of 5-fluoro-3-benzo[b]furanpropanol tosylate (Example 21) by the reaction of 5-(2-bromo-4-chlorophenoxy)pent-3-yn-1-ol tosylate with n-Bu3SnH. Starting materials: BrCCc1ccccc1, CCc1cc2c(s1)N(Cc1ccc(-c3ccccc3C#N)cc1)C(=O)CNC2=O, CN(C)C=O, CCOC(C)=O, [H-], [Na+]. Product: CCc1cc2c(s1)N(Cc1ccc(-c3ccccc3C#N)cc1)C(=O)CN(CCc1ccccc1)C2=O. Reaction SMILES: [Br:30][CH2:31][CH2:32][c:33]1[cH:34][cH:35][cH:36][cH:37][cH:38]1.[CH2:1]([CH3:2])[c:3]1[cH:4][c:5]2[c:6]([s:29]1)[N:7]([CH2:14][c:15]1[cH:16][cH:17][c:18](-[c:21]3[c:22]([C:27]#[N:28])[cH:23][cH:24][cH:25][cH:26]3)[cH:19][cH:20]1)[C:8](=[O:13])[CH2:9][NH:10][C:11]2=[O:12].[CH3:39][N:40]([CH3:41])[CH:42]=[O:43].[CH3:46][CH2:47][O:48][C:49](=[O:50])[CH3:51].[H-:44].[Na+:45]>>[CH2:1]([CH3:2])[c:3]1[cH:4][c:5]2[c:6]([s:29]1)[N:7]([CH2:14][c:15]1[cH:16][cH:17][c:18](-[c:21]3[c:22]([C:27]#[N:28])[cH:23][cH:24][cH:25][cH:26]3)[cH:19][cH:20]1)[C:8](=[O:13])[CH2:9][N:10]([CH2:31][CH2:32][c:33]1[cH:34][cH:35][cH:36][cH:37][cH:38]1)[C:11]2=[O:12]. The reactants are ClC1=CC=C(C(=O)C2=CC=C(C=C2)CS(=O)C)C=C1 (4-Chloro-4'-methylsulfinylmethylbenzophenone), ClC1=CC(=CC=C1)C(=O)OO (m-chloroperbenzoic acid). Run in ClCCl (dichloromethane). Conditions: temperature 0 celsius, time 12 hour. The product is ClC1=CC=C(C(=O)C2=CC=C(C=C2)CS(=O)(=O)C)C=C1 (4-chloro-4'-methylsulfonylmethylbenzophenone). Isolated yield 58.9%. Reaction SMILES: [Cl:1][C:2]1[CH:19]=[CH:18][C:5]([C:6]([C:8]2[CH:13]=[CH:12][C:11]([CH2:14][S:15]([CH3:17])=[O:16])=[CH:10][CH:9]=2)=[O:7])=[CH:4][CH:3]=1.ClC1C=CC=C(C(OO)=[O:28])C=1>ClCCl>[Cl:1][C:2]1[CH:19]=[CH:18][C:5]([C:6]([C:8]2[CH:13]=[CH:12][C:11]([CH2:14][S:15]([CH3:17])(=[O:28])=[O:16])=[CH:10][CH:9]=2)=[O:7])=[CH:4][CH:3]=1. Procedure: 4-Chloro-4'-methylsulfinylmethylbenzophenone (2.9 g) and m-chloroperbenzoic acid (2.5 g) were dissolved in dichloromethane, and the mixture was stirred for 12 hours at 0° C. After the precipitated crystals were filtered off, the filtrate was successively washed with aquous sodium bicarbonate solution, aqueous 5% sodium thiosulfate solution and water, and dried over anhydrous magnesium sulfate. After distilling off the solvent, the crude product was purified by silica gel column chromatography (d... Conditions: time 1 hour. The yield is 191.9%. Reactants: C(C)(C)(C)OC(=O)N1C[C@H](CC1)N(C1=CC=C(C=C1)S(=O)(=O)C)C1=CC(=C(C=C1)F)Cl (3(S)-[(3-chloro-4-fluorophenyl)-(4-methanesulfonylphenyl)amino]pyrrolidine-1-carboxylic acid tert-butyl ester), Cl.C(C)(=O)OCC (hydrochloric acid ethyl acetate). Yields the product Cl.ClC=1C=C(C=CC1F)N([C@@H]1CNCC1)C1=CC=C(C=C1)S(=O)(=O)C ((3-chloro-4-fluorophenyl)-(4-methanesulfonylphenyl)-(S)-pyrrolidin-3-ylamine hydrochloride). RXN SMILES: C(OC([N:8]1[CH2:12][CH2:11][C@H:10]([N:13]([C:24]2[CH:29]=[CH:28][C:27]([F:30])=[C:26]([Cl:31])[CH:25]=2)[C:14]2[CH:19]=[CH:18][C:17]([S:20]([CH3:23])(=[O:22])=[O:21])=[CH:16][CH:15]=2)[CH2:9]1)=O)(C)(C)C.Cl.C(OCC)(=O)C>>[ClH:31].[Cl:31][C:26]1[CH:25]=[C:24]([N:13]([C:14]2[CH:19]=[CH:18][C:17]([S:20]([CH3:23])(=[O:22])=[O:21])=[CH:16][CH:15]=2)[C@H:10]2[CH2:11][CH2:12][NH:8][CH2:9]2)[CH:29]=[CH:28][C:27]=1[F:30] |f:1.2,3.4|. Procedure details: 3(S)-[(3-chloro-4-fluorophenyl)-(4-methanesulfonylphenyl)amino]pyrrolidine-1-carboxylic acid tert-butyl ester (0.42 g, 0.9 mmol) was added to 4 N hydrochloric acid/ethyl acetate, followed by stirring at room temperature for one hour. The reaction solution was concentrated to dryness under reduced pressure to thereby obtain 0.35 g of white powdery (3-chloro-4-fluorophenyl)-(4-methanesulfonylphenyl)-(S)-pyrrolidin-3-ylamine hydrochloride. Starting materials: CC(C)Cc1cc(C=O)nn1C(C)(C)C, COc1ccc(N2CCN(CCN)CC2)cc1. Product: COc1ccc(N2CCN(CCNCc3cc(CC(C)C)n(C(C)(C)C)n3)CC2)cc1. RXN SMILES: [C:18]([CH3:19])([CH3:20])([CH3:21])[n:22]1[n:23][c:24]([CH:31]=[O:32])[cH:25][c:26]1[CH2:27][CH:28]([CH3:29])[CH3:30].[CH3:1][O:2][c:3]1[cH:4][cH:5][c:6]([N:9]2[CH2:10][CH2:11][N:12]([CH2:15][CH2:16][NH2:17])[CH2:13][CH2:14]2)[cH:7][cH:8]1>>[CH3:1][O:2][c:3]1[cH:4][cH:5][c:6]([N:9]2[CH2:10][CH2:11][N:12]([CH2:15][CH2:16][NH:17][CH2:31][c:24]3[n:23][n:22]([C:18]([CH3:19])([CH3:20])[CH3:21])[c:26]([CH2:27][CH:28]([CH3:29])[CH3:30])[cH:25]3)[CH2:13][CH2:14]2)[cH:7][cH:8]1. Reactants: BrC1=CC(=C(N)C=C1)[N+](=O)[O-] (4-bromo-2-nitroaniline), CC1(OB(OC1(C)C)C1=CCN(CC1)C(=O)OC(C)(C)C)C (tert-butyl 4-(4,4,5,5-tetramethyl-1,3,2-dioxaborolan-2-yl)-5,6-dihydropyridine-1(2H)-carboxylate), O.O.O.P(=O)([O-])([O-])[O-].[K+].[K+].[K+] (tripotassium phosphate trihydrate). The reagents and catalysts are C1=CC=C(C=C1)P([C-]2C=CC=C2)C3=CC=CC=C3.C1=CC=C(C=C1)P([C-]2C=CC=C2)C3=CC=CC=C3.Cl[Pd]Cl.[Fe+2] (Pd(dppf)2Cl2). Run in O1CCOCC1 (dioxane), O (water). Run at temperature 110 celsius. Yields the product NC1=C(C=C(C=C1)C1=CCN(CC1)C(=O)OC(C)(C)C)[N+](=O)[O-] (tert-butyl 4-(4-amino-3-nitrophenyl)-5,6-dihydropyridine-1(2H)-carboxylate). The yield is 74.9%. As a reaction SMILES: Br[C:2]1[CH:8]=[CH:7][C:5]([NH2:6])=[C:4]([N+:9]([O-:11])=[O:10])[CH:3]=1.CC1(C)C(C)(C)OB([C:20]2[CH2:25][CH2:24][N:23]([C:26]([O:28][C:29]([CH3:32])([CH3:31])[CH3:30])=[O:27])[CH2:22][CH:21]=2)O1.O.O.O.P([O-])([O-])([O-])=O.[K+].[K+].[K+]>O1CCOCC1.O.C1C=CC(P(C2C=CC=CC=2)[C-]2C=CC=C2)=CC=1.C1C=CC(P(C2C=CC=CC=2)[C-]2C=CC=C2)=CC=1.Cl[Pd]Cl.[Fe+2]>[NH2:6][C:5]1[CH:7]=[CH:8][C:2]([C:20]2[CH2:25][CH2:24][N:23]([C:26]([O:28][C:29]([CH3:32])([CH3:31])[CH3:30])=[O:27])[CH2:22][CH:21]=2)=[CH:3][C:4]=1[N+:9]([O-:11])=[O:10] |f:2.3.4.5.6.7.8,11.12.13.14|. Procedure details: To a degassed mixture of 4-bromo-2-nitroaniline (1 g, 4.6 mmol), tert-butyl 4-(4,4,5,5-tetramethyl-1,3,2-dioxaborolan-2-yl)-5,6-dihydropyridine-1(2H)-carboxylate (1.42 g, 4.6 mmol), tripotassium phosphate trihydrate (3.9 g, 14.64 mmol) in dioxane and water (30 mL, 8:1) was added Pd(dppf)2Cl2 (337 g, 0.46 mmol). The mixture was refluxed at 110° C. for 3 hours. Filtration and concentration gave crude product, which was purified by silica gel column chromatography to afford the title compound (1.1 ... Starting materials: C=C=CCOc1ccc(S(=O)(=O)NC(C(=O)OC)C(C)C)cc1, CI, [H-], [Na+], C1CCOC1. Product: C=C=CCOc1ccc(S(=O)(=O)N(C)C(C(=O)OC)C(C)C)cc1. Reaction SMILES: [CH2:1]([CH:2]=[C:3]=[CH2:4])[O:5][c:6]1[cH:7][cH:8][c:9]([S:12](=[O:13])(=[O:14])[NH:15][CH:16]([C:17](=[O:18])[O:19][CH3:20])[CH:21]([CH3:22])[CH3:23])[cH:10][cH:11]1.[CH3:26][I:27].[H-:24].[Na+:25].[O:28]1[CH2:29][CH2:30][CH2:31][CH2:32]1>>[CH2:1]([CH:2]=[C:3]=[CH2:4])[O:5][c:6]1[cH:7][cH:8][c:9]([S:12](=[O:13])(=[O:14])[N:15]([CH:16]([C:17](=[O:18])[O:19][CH3:20])[CH:21]([CH3:22])[CH3:23])[CH3:26])[cH:10][cH:11]1. Reactants: BrC=1C(=NC=C(N1)C)N (3-bromo-5-methyl-2-pyrazinamine), ClC1=CC=C(S1)S(=O)(=O)Cl (5-chloro-2-thienylsulphonyl chloride). Yields the product ClC1=CC=C(S1)S(=O)(=O)NC1=NC=C(N=C1Br)C (5-Chloro-N-(3-bromo-5-methyl-2-pyrazinyl)-2-thiophenesulphonamide). RXN SMILES: [Br:1][C:2]1[C:3]([NH2:9])=[N:4][CH:5]=[C:6]([CH3:8])[N:7]=1.[Cl:10][C:11]1[S:15][C:14]([S:16](Cl)(=[O:18])=[O:17])=[CH:13][CH:12]=1>>[Cl:10][C:11]1[S:15][C:14]([S:16]([NH:9][C:3]2[C:2]([Br:1])=[N:7][C:6]([CH3:8])=[CH:5][N:4]=2)(=[O:18])=[O:17])=[CH:13][CH:12]=1. Procedure: Prepared by the method of Example 1 using 3-bromo-5-methyl-2-pyrazinamine and 5-chloro-2-thienylsulphonyl chloride Starting materials: Cl.N[C@H]([C@H](O)C)C(=O)N1CCN(CC1)C1CCN(CC1)C (1-(D-allo-threoninyl)-4-(1-methylpiperidin-4-yl)piperazine hydrochloride), ClC=1C=C2C=C(NC2=CC1)C(=O)O (5-chloroindole-2-carboxylic acid), final crude product, Cl (HCl). The product is Cl.ClC=1C=C2C=C(NC2=CC1)C(=O)N[C@H]([C@H](O)C)C(=O)N1CCN(CC1)C1CCN(CC1)C (1-[N-(5-Chloroindole-2-carbonyl)-D-allo-threoninyl]-4-(1-methylpiperidin-4-yl)piperazine Hydrochloride). As a reaction SMILES: Cl.[NH2:2][C@@H:3]([C:7]([N:9]1[CH2:14][CH2:13][N:12]([CH:15]2[CH2:20][CH2:19][N:18]([CH3:21])[CH2:17][CH2:16]2)[CH2:11][CH2:10]1)=[O:8])[C@@H:4]([CH3:6])[OH:5].[Cl:22][C:23]1[CH:24]=[C:25]2[C:29](=[CH:30][CH:31]=1)[NH:28][C:27]([C:32](O)=[O:33])=[CH:26]2.Cl>>[ClH:22].[Cl:22][C:23]1[CH:24]=[C:25]2[C:29](=[CH:30][CH:31]=1)[NH:28][C:27]([C:32]([NH:2][C@@H:3]([C:7]([N:9]1[CH2:14][CH2:13][N:12]([CH:15]3[CH2:16][CH2:17][N:18]([CH3:21])[CH2:19][CH2:20]3)[CH2:11][CH2:10]1)=[O:8])[C@@H:4]([CH3:6])[OH:5])=[O:33])=[CH:26]2 |f:0.1,4.5|. Procedure: Prepared from 1-(D-allo-threoninyl)-4-(1-methylpiperidin-4-yl)piperazine hydrochloride and 5-chloroindole-2-carboxylic acid using methods substantially equivalent to General Coupling Method 1. The HCl salt is prepared following Salt Formation Method 1. The final crude product is treated with aqueous 0.2 N HCl and purified via prep-HPLC (80:20 to 40:60 0.01% HCl in water:acetonitrile).